This data is from the Open Reaction Database (ORD), a public repository of structured organic reaction records. The task is: describe an organic reaction: reactants, conditions, products, and yield The reactants are CC1=C(SC(=C1)N1C(N(CC1)CC1=CC=C(C=C1)C(F)(F)F)=O)C(=O)OCC (ethyl 3-methyl-5-(2-oxo-3-(4-(trifluoromethyl)benzyl)imidazolidin-1-yl)thiophene-2-carboxylate), CC=1N=C(SC1C(=O)OCC)N1C(N(CC1)CC1=NOC(=C1)C)=O (ethyl 4-methyl-2-(3-((5-methylisoxazol-3-yl)methyl)-2-oxoimidazolidin-1-yl)thiazole-5-carboxylate). Product: CC=1N=C(SC1C(=O)O)N1C(N(CC1)CC1=NOC(=C1)C)=O (4-methyl-2-(3-((5-methylisoxazol-3-yl)methyl)-2-oxoimidazolidin-1-yl)thiazole-5-carboxylic acid). The yield is 85.0%. As a reaction SMILES: CC1C=C(N2CCN(CC3C=CC(C(F)(F)F)=CC=3)C2=O)SC=1C(OCC)=O.[CH3:29][C:30]1[N:31]=[C:32]([N:40]2[CH2:44][CH2:43][N:42]([CH2:45][C:46]3[CH:50]=[C:49]([CH3:51])[O:48][N:47]=3)[C:41]2=[O:52])[S:33][C:34]=1[C:35]([O:37]CC)=[O:36]>>[CH3:29][C:30]1[N:31]=[C:32]([N:40]2[CH2:44][CH2:43][N:42]([CH2:45][C:46]3[CH:50]=[C:49]([CH3:51])[O:48][N:47]=3)[C:41]2=[O:52])[S:33][C:34]=1[C:35]([OH:37])=[O:36]. Procedure: Following the procedure as described in Example 14, making variations as required to replace ethyl 3-methyl-5-(2-oxo-3-(4-(trifluoromethyl)benzyl)imidazolidin-1-yl)thiophene-2-carboxylate with ethyl 4-methyl-2-(3-((5-methylisoxazol-3-yl)methyl)-2-oxoimidazolidin-1-yl)thiazole-5-carboxylate, the title compound was obtained as a colorless solid in 85% yield: MS (ES+) m/z 323.1 (M+1). Reaction SMILES: [NH2:1][C:2]1[CH:7]=[CH:6][C:5]([CH2:8][C:9]([NH:11][C:12]2[CH:13]=[CH:14][C:15]([CH:18]([CH3:24])[CH2:19][C:20]([O:22]C)=[O:21])=[N:16][CH:17]=2)=[O:10])=[CH:4][C:3]=1[OH:25].[C:26]1([N:32]=[C:33]=S)[CH:31]=[CH:30][CH:29]=[CH:28][CH:27]=1>C(O)C>[C:26]1([NH:32][C:33]2[O:25][C:3]3[CH:4]=[C:5]([CH2:8][C:9]([NH:11][C:12]4[CH:13]=[CH:14][C:15]([CH:18]([CH3:24])[CH2:19][C:20]([OH:22])=[O:21])=[N:16][CH:17]=4)=[O:10])[CH:6]=[CH:7][C:2]=3[N:1]=2)[CH:31]=[CH:30][CH:29]=[CH:28][CH:27]=1. Solvent: C(C)O (ethanol), C(C)O (ethanol). Reported procedure: A solution of (RS) methyl 3-{5-[2-(4-amino-3-hydroxy-phenyl)-acetylamino]-pyridin-2-yl}-butyrate (41.2 mg, Reference Example 24) in ethanol (1 mL) was treated with a solution of phenyl isothiocyanate (16.23 mg) in ethanol (2 mL). The mixture allowed to stand at room temperature for 48 hours, then heated at 70° C. for 16 hours and then evaporated. The residue, (RS) methyl 3-{5-[2-(3-hydroxy-4-(3-phenylthioureido)-phenyl)-acetylamino]-pyridin-2-yl}-butyrate, was dissolved in dry dimethylformamide ... Reactants: NC1=C(C=C(C=C1)CC(=O)NC=1C=CC(=NC1)C(CC(=O)OC)C)O ((RS) methyl 3-{5-[2-(4-amino-3-hydroxy-phenyl)-acetylamino]-pyridin-2-yl}-butyrate), C1(=CC=CC=C1)N=C=S (phenyl isothiocyanate). Product: C1(=CC=CC=C1)NC=1OC2=C(N1)C=CC(=C2)CC(=O)NC=2C=CC(=NC2)C(CC(=O)O)C ((RS) 3-{5-[2-(2-Phenylamino-benzoxazol-6-yl)-acetylamino]-pyridin-2-yl}-butyric acid). Run at temperature 70 celsius, time 48 hour. Reactants: NC1=CC=CC=C1 (Aniline), ICCCCCCCCCCCCCCCC (1-iodohexadecane), C(C)(C)N(CC)C(C)C (diisopropylethylamine). Run in C1(=CC=CC=C1)C (toluene). Reaction conditions: temperature 100 celsius. Product: C(CCCCCCCCCCCCCCC)N(C1=CC=CC=C1)CCCCCCCCCCCCCCCC (N,N-dihexadecylaniline). The yield is 48.0%. As a reaction SMILES: N[C:2]1[CH:7]=[CH:6][CH:5]=[CH:4][CH:3]=1.I[CH2:9][CH2:10][CH2:11][CH2:12][CH2:13][CH2:14][CH2:15][CH2:16][CH2:17][CH2:18][CH2:19][CH2:20][CH2:21][CH2:22][CH2:23][CH3:24].C([N:28]([CH:31]([CH3:33])[CH3:32])[CH2:29][CH3:30])(C)C>C1(C)C=CC=CC=1>[CH2:9]([N:28]([CH2:29][CH2:30][CH2:19][CH2:18][CH2:17][CH2:16][CH2:15][CH2:14][CH2:13][CH2:12][CH2:3][CH2:4][CH2:5][CH2:6][CH2:7][CH3:2])[C:31]1[CH:32]=[CH:11][CH:10]=[CH:9][CH:33]=1)[CH2:10][CH2:11][CH2:12][CH2:13][CH2:14][CH2:15][CH2:16][CH2:17][CH2:18][CH2:19][CH2:20][CH2:21][CH2:22][CH2:23][CH3:24]. Procedure details: Aniline (0.93 g), 1-iodohexadecane (10.56 g) and diisopropylethylamine (2.58 g) were combined in 10 ml of toluene. The mixture was heated at about 100° C. for a period of three days. The mixture was chromatographed on a silica gel column using 1% ethyl acetate in hexane. The heavy crystalline mass that precipitated from solution was cooled, diluted with ether and filtered. The filtrate was concentrated to an oil and applied to a silica gel column. The oil was washed with 500 ml of hexane followe...